Dataset: the Open Reaction Database (ORD), a public repository of structured organic reaction records. Task: describe an organic reaction: reactants, conditions, products, and yield Run in [OH-].[Na+] (NaOH), CO (methanol). As a reaction SMILES: C([O:8][C:9](=[O:56])[CH2:10][CH:11]1[CH2:16][CH2:15][CH:14]([CH2:17][N:18]2[CH2:24][CH2:23][CH2:22][CH:21]([N:25]([CH2:32][C:33]3[CH:38]=[C:37]([C:39]([F:42])([F:41])[F:40])[CH:36]=[C:35]([C:43]([F:46])([F:45])[F:44])[CH:34]=3)[C:26]3[N:27]=[N:28][N:29]([CH3:31])[N:30]=3)[C:20]3[CH:47]=[C:48]([CH3:55])[C:49]([C:51]([F:54])([F:53])[F:52])=[CH:50][C:19]2=3)[CH2:13][CH2:12]1)C1C=CC=CC=1>[OH-].[Na+].CO>[F:45][C:43]([F:44])([F:46])[C:35]1[CH:34]=[C:33]([CH:38]=[C:37]([C:39]([F:42])([F:41])[F:40])[CH:36]=1)[CH2:32][N:25]([C:26]1[N:27]=[N:28][N:29]([CH3:31])[N:30]=1)[CH:21]1[CH2:22][CH2:23][CH2:24][N:18]([CH2:17][CH:14]2[CH2:15][CH2:16][CH:11]([CH2:10][C:9]([OH:56])=[O:8])[CH2:12][CH2:13]2)[C:19]2[CH:50]=[C:49]([C:51]([F:52])([F:53])[F:54])[C:48]([CH3:55])=[CH:47][C:20]1=2 |f:1.2|. Product: FC(C=1C=C(CN(C2C3=C(N(CCC2)CC2CCC(CC2)CC(=O)O)C=C(C(=C3)C)C(F)(F)F)C=3N=NN(N3)C)C=C(C1)C(F)(F)F)(F)F ((4-{5-[(3,5-Bis-trifluoromethyl-benzyl)-(2-methyl-2H-tetrazol-5-yl)-amino]-7-methyl-8-trifluoromethyl-2,3,4,5-tetrahydro-benzo[b]azepin-1-ylmethyl}-cyclohexyl)-acetic acid). The reactants are C(C1=CC=CC=C1)OC(CC1CCC(CC1)CN1C2=C(C(CCC1)N(C=1N=NN(N1)C)CC1=CC(=CC(=C1)C(F)(F)F)C(F)(F)F)C=C(C(=C2)C(F)(F)F)C)=O ((4-{5-[(3,5-Bis-trifluoromethyl-benzyl)-(2-methyl-2H-tetrazol-5-yl)-amino]-7-methyl-8-trifluoromethyl-2,3,4,5-tetrahydro-benzo[b]azepin-1-ylmethyl}-cyclohexyl)-acetic acid benzyl ester). Reported procedure: Heat the mixture of (4-{5-[(3,5-Bis-trifluoromethyl-benzyl)-(2-methyl-2H-tetrazol-5-yl)-amino]-7-methyl-8-trifluoromethyl-2,3,4,5-tetrahydro-benzo[b]azepin-1-ylmethyl}-cyclohexyl)-acetic acid benzyl ester (0.0340 g, 0.0427 mmol) in 5.0 N NaOH (1 mL) and methanol (1 mL) at 60° C. for 2 h. Evaporate the solvents and re-dissolve in water (10 mL). Adjust to pH=2 by adding 5.0 N HCl. Extract with ethyl acetate (2×10 mL). Combine organic layers, dry over anhydrous sodium sulfate and filter. Remove the... Isolated yield 66.3%. Starting materials: [Br-], C[S+](C)C, CC#N, [K+], O=Cc1ccc(C2OCCO2)o1, [OH-], O. The product is c1cc(C2OCCO2)oc1C1CO1. As a reaction SMILES: [Br-:13].[CH3:14][S+:15]([CH3:16])[CH3:17].[CH3:21][C:22]#[N:23].[K+:19].[O:1]1[CH:2]([c:6]2[cH:7][cH:8][c:9]([CH:11]=[O:12])[o:10]2)[O:3][CH2:4][CH2:5]1.[OH-:18].[OH2:20]>>[O:1]1[CH:2]([c:6]2[cH:7][cH:8][c:9]([CH:11]3[O:12][CH2:14]3)[o:10]2)[O:3][CH2:4][CH2:5]1. As a reaction SMILES: [CH3:19][OH:20].[H:17][H:18].[N+:1]([O-:2])(=[O:3])[c:4]1[cH:5][cH:6][c:7]([CH2:8][c:9]2[cH:10][n:11][cH:12][cH:13][cH:14]2)[cH:15][cH:16]1>>[NH2:1][c:4]1[cH:5][cH:6][c:7]([CH2:8][c:9]2[cH:10][n:11][cH:12][cH:13][cH:14]2)[cH:15][cH:16]1. Yields the product Nc1ccc(Cc2cccnc2)cc1. Reactants: CO, [H][H], O=[N+]([O-])c1ccc(Cc2cccnc2)cc1. Reactants: ClCCl, CCCCNC1CCN(C(=O)OC(C)(C)C)CC1, CN1CCCC1=O, CCN(C(C)C)C(C)C, O=[N+]([O-])c1cccnc1Cl, O. Product: CCCCN(c1ncccc1[N+](=O)[O-])C1CCN(C(=O)OC(C)(C)C)CC1. RXN SMILES: [CH2:46]([Cl:47])[Cl:48].[CH3:1][C:2]([CH3:3])([O:4][C:5](=[O:6])[N:7]1[CH2:8][CH2:9][CH:10]([NH:13][CH2:14][CH2:15][CH2:16][CH3:17])[CH2:11][CH2:12]1)[CH3:18].[CH3:38][N:39]1[CH2:40][CH2:41][CH2:42][C:43]1=[O:44].[CH:29]([N:30]([CH:31]([CH3:32])[CH3:33])[CH2:34][CH3:35])([CH3:36])[CH3:37].[Cl:19][c:20]1[n:21][cH:22][cH:23][cH:24][c:25]1[N+:26](=[O:27])[O-:28].[OH2:45]>>[CH3:1][C:2]([CH3:3])([O:4][C:5](=[O:6])[N:7]1[CH2:8][CH2:9][CH:10]([N:13]([CH2:14][CH2:15][CH2:16][CH3:17])[c:20]2[n:21][cH:22][cH:23][cH:24][c:25]2[N+:26](=[O:27])[O-:28])[CH2:11][CH2:12]1)[CH3:18]. Starting materials: FC1=CC=C(N)C=C1 (4-fluoroaniline), CC=1C(=NC(=NC1C)Cl)N1CC2=CC=CC=C2CC1 (5,6-dimethyl-4-(1,2,3,4-tetrahydroisoquinolin-2-yl)-2-chloropyrimidine). Solvent: CN(C=O)C (dimethylformamide). Yields the product Cl.CC=1C(=NC(=NC1C)NC1=CC=C(C=C1)F)N1CC2=CC=CC=C2CC1 (5,6-dimethyl-2-(4-fluorophenylamino)-4-(1,2,3,4- tetrahydroisoquinolin-2-yl)pyrimidine hydrochloride). Isolated yield 48.4%. Reaction SMILES: [F:1][C:2]1[CH:8]=[CH:7][C:5]([NH2:6])=[CH:4][CH:3]=1.[CH3:9][C:10]1[C:11]([N:18]2[CH2:27][CH2:26][C:25]3[C:20](=[CH:21][CH:22]=[CH:23][CH:24]=3)[CH2:19]2)=[N:12][C:13]([Cl:17])=[N:14][C:15]=1[CH3:16]>CN(C)C=O>[ClH:17].[CH3:9][C:10]1[C:11]([N:18]2[CH2:27][CH2:26][C:25]3[C:20](=[CH:21][CH:22]=[CH:23][CH:24]=3)[CH2:19]2)=[N:12][C:13]([NH:6][C:5]2[CH:7]=[CH:8][C:2]([F:1])=[CH:3][CH:4]=2)=[N:14][C:15]=1[CH3:16] |f:3.4|. Reported procedure: After 4-fluoroaniline(0.7 ml, 7.4 mmol) was added to a mixture solution of 5,6-dimethyl-4-(1,2,3,4-tetrahydroisoquinolin-2-yl)-2-chloropyrimidine(1.0 g, 3.6 mmol) and dimethylformamide(5 ml), 0.67 g of the titled compound was obtained in accordance with the same procedure as in Step 2 of Example 1. The reactants are COC1=CC=C(C=N1)C(=O)O (6-methoxypyridine-3-carboxylic acid), C(C)#N (acetonitrile), N,N'-carbonyldiimidazole, NC1=NC2=NC(=CC=C2C=C1)OC1=CC=CC=C1 (2-amino-7-phenoxy-1,8-naphthyridine). Run in O (water). Conditions: temperature 20 celsius. The product is O(C1=CC=CC=C1)C1=CC=C2C=CC(=NC2=N1)NC(=O)C=1C=NC(=CC1)OC (N-(7-Phenoxy-1,8-naphthyridin-2-yl)-6-methoxypyridine-3-carboxamide). Isolated yield 61.2%. Reaction SMILES: [CH3:1][O:2][C:3]1[N:8]=[CH:7][C:6]([C:9]([OH:11])=O)=[CH:5][CH:4]=1.[NH2:12][C:13]1[CH:22]=[CH:21][C:20]2[C:15](=[N:16][C:17]([O:23][C:24]3[CH:29]=[CH:28][CH:27]=[CH:26][CH:25]=3)=[CH:18][CH:19]=2)[N:14]=1.C(#N)C>O>[O:23]([C:17]1[N:16]=[C:15]2[C:20]([CH:21]=[CH:22][C:13]([NH:12][C:9]([C:6]3[CH:7]=[N:8][C:3]([O:2][CH3:1])=[CH:4][CH:5]=3)=[O:11])=[N:14]2)=[CH:19][CH:18]=1)[C:24]1[CH:25]=[CH:26][CH:27]=[CH:28][CH:29]=1. Reported procedure: The procedure is similar to that described in Example 1, but starting with 6-methoxypyridine-3-carboxylic acid (4.7 g), N,N'-carbonyldiimidazole (4.9 g) and 2-amino-7-phenoxy-1,8-naphthyridine (9.1 g). The product produced by precipitation in water (11 g; m.p. 115° C.) is dissolved in boiling acetonitrile (50 cc). After 10 hours' cooling at 20° C., the crystallised solid is separated by filtration, washed with diisopropyl ether (3×10 cc) and dried at 30° C. under reduced pressure (0.067 kPa). N-... Starting materials: COC(C1=C(C=CC(=C1)N)F)=O (5-amino-2-fluoro-benzoic acid methyl ester), BrC=1C=C(C=O)C=CC1 (3-bromo-benzaldehyde). The reagents and catalysts are C1(=CC=C(C=C1)S(=O)(=O)O)C (p-toluenesulfonic acid). The solvent is C1(=CC=CC=C1)C (toluene). Yields the product COC(C1=C(C=CC(=C1)N=CC1=CC(=CC=C1)Br)F)=O (5-[(3-bromo-benzylidene)-amino]-2-fluoro-benzoic acid methyl ester). Isolated yield 100.0%. As a reaction SMILES: [CH3:1][O:2][C:3](=[O:12])[C:4]1[CH:9]=[C:8]([NH2:10])[CH:7]=[CH:6][C:5]=1[F:11].[Br:13][C:14]1[CH:15]=[C:16]([CH:19]=[CH:20][CH:21]=1)[CH:17]=O>C1(C)C=CC=CC=1.C1(C)C=CC(S(O)(=O)=O)=CC=1>[CH3:1][O:2][C:3](=[O:12])[C:4]1[CH:9]=[C:8]([N:10]=[CH:17][C:16]2[CH:19]=[CH:20][CH:21]=[C:14]([Br:13])[CH:15]=2)[CH:7]=[CH:6][C:5]=1[F:11]. Procedure: A mixture solution of 5-amino-2-fluoro-benzoic acid methyl ester (26 g, 153.8 mmol), 3-bromo-benzaldehyde (28.5 g, 153.8 mmol) and p-toluenesulfonic acid (590 mg, 3.2 mmol) in toluene (200 mL) was heated to reflux for 12 hours. Then the reaction mixture was cooled to room temperature. The solvent was removed in vacuo and the residue was washed with ether to afford 5-[(3-bromo-benzylidene)-amino]-2-fluoro-benzoic acid methyl ester (51.7 g, quant.) as a pale-white solid: MS calcd. for C15H11BrFlNO... Starting materials: solution, [Sm] (samarium), C([O-])(O)=O.[NH4+] (ammonium bicarbonate). Solvent: [N+](=O)(O)[O-] (nitric acid). Yields the product C([O-])([O-])=O.[Sm+3].C([O-])([O-])=O.C([O-])([O-])=O.[Sm+3] (samarium carbonate). RXN SMILES: [Sm:1].[C:2](=[O:5])([OH:4])[O-:3].[NH4+]>[N+]([O-])(O)=O>[C:2](=[O:3])([O-:5])[O-:4].[Sm+3:1].[C:2](=[O:3])([O-:5])[O-:4].[C:2](=[O:3])([O-:5])[O-:4].[Sm+3:1] |f:1.2,4.5.6.7.8|. Reported procedure: In the preparative method, 10 liters of a solution containing 19.8 g/l samarium in dilute nitric acid are charged to the vessel. The solution pH is adjusted to about 3 with ammonium bicarbonate, heat is applied to obtain a solution temperature of about 60° C., and about 200 grams of samarium carbonate are added. The impeller is started and a 2M solution of ammonium bicarbonate is pumped through the distributor, at a rate of about 49 ml/minute, until a pH of about 6 is obtained. The addition of a...